This data is from the Open Reaction Database (ORD), a public repository of structured organic reaction records. The task is: describe an organic reaction: reactants, conditions, products, and yield Starting materials: CCCCN(CCCC)CCCCl, CO, [K+], [OH-], Cc1cccn2c(C(=O)c3ccc(O)cc3)cnc12. Yields the product CCCCN(CCCC)CCCOc1ccc(C(=O)c2cnc3c(C)cccn23)cc1. As a reaction SMILES: [CH2:20]([CH2:21][CH2:22][CH3:23])[N:24]([CH2:25][CH2:26][CH2:27][CH3:28])[CH2:29][CH2:30][CH2:31][Cl:32].[CH3:35][OH:36].[K+:34].[OH-:33].[OH:1][c:2]1[cH:3][cH:4][c:5]([C:6](=[O:7])[c:8]2[cH:9][n:10][c:11]3[n:12]2[cH:13][cH:14][cH:15][c:16]3[CH3:17])[cH:18][cH:19]1>>[O:1]([c:2]1[cH:3][cH:4][c:5]([C:6](=[O:7])[c:8]2[cH:9][n:10][c:11]3[n:12]2[cH:13][cH:14][cH:15][c:16]3[CH3:17])[cH:18][cH:19]1)[CH2:31][CH2:30][CH2:29][N:24]([CH2:20][CH2:21][CH2:22][CH3:23])[CH2:25][CH2:26][CH2:27][CH3:28].